From a dataset of the Open Reaction Database (ORD), a public repository of structured organic reaction records. describe an organic reaction: reactants, conditions, products, and yield Starting materials: CCCCCCCCOc1nsnc1-c1cccnc1, CI, CC(C)=O. Yields the product CCCCCCCCOc1nsnc1-c1ccc[n+](C)c1, [I-]. As a reaction SMILES: [CH2:3]([CH2:4][CH2:5][CH2:6][CH2:7][CH2:8][CH2:9][CH3:10])[O:11][c:12]1[n:13][s:14][n:15][c:16]1-[c:17]1[cH:18][n:19][cH:20][cH:21][cH:22]1.[CH3:1][I:2].[CH3:23][C:24](=[O:25])[CH3:26]>>[CH3:1][n+:19]1[cH:18][c:17](-[c:16]2[c:12]([O:11][CH2:3][CH2:4][CH2:5][CH2:6][CH2:7][CH2:8][CH2:9][CH3:10])[n:13][s:14][n:15]2)[cH:22][cH:21][cH:20]1.[I-:2]. Starting materials: CC(C)(C)[Si](C)(C)OC1CCC(n2cc(I)cn2)CC1, C1CCOC1, C1CCCCC1, CC(C)[N-]C(C)C, [Cl-], O=S(=O)(c1ccccc1)N(F)S(=O)(=O)c1ccccc1, [Li+], [NH4+]. The product is CC(C)(C)[Si](C)(C)OC1CCC(n2ncc(I)c2F)CC1. RXN SMILES: [C:1]([CH3:2])([CH3:3])([CH3:4])[Si:5]([O:6][CH:7]1[CH2:8][CH2:9][CH:10]([n:13]2[n:14][cH:15][c:16]([I:18])[cH:17]2)[CH2:11][CH2:12]1)([CH3:19])[CH3:20].[CH2:21]1[O:22][CH2:23][CH2:24][CH2:25]1.[CH2:34]1[CH2:35][CH2:36][CH2:37][CH2:38][CH2:39]1.[CH3:27][CH:28]([N-:29][CH:30]([CH3:31])[CH3:32])[CH3:33].[Cl-:60].[F:40][N:41]([S:42]([c:43]1[cH:44][cH:45][cH:46][cH:47][cH:48]1)(=[O:49])=[O:50])[S:51]([c:52]1[cH:53][cH:54][cH:55][cH:56][cH:57]1)(=[O:58])=[O:59].[Li+:26].[NH4+:61]>>[C:1]([CH3:2])([CH3:3])([CH3:4])[Si:5]([O:6][CH:7]1[CH2:8][CH2:9][CH:10]([n:13]2[n:14][cH:15][c:16]([I:18])[c:17]2[F:40])[CH2:11][CH2:12]1)([CH3:19])[CH3:20]. The reactants are C(C)(C)(C)OC(=O)N1CCC(CC1)CC1=C(N=CC2=C1C1=C(N2S(=O)(=O)C2=CC=CC=C2)N=CC=C1)C#N (4-(9-benzenesulfonyl-6-cyano-9H-dipyrido[2,3-b;4′,3′-d]pyrrol-5-ylmethyl)-piperidine-1-carboxylic acid tert-butyl ester), FC(C(=O)O)(F)F (trifluoroacetic acid), resultant mixture. Solvent: ClCCl (dichloromethane). Yields the product C1(=CC=CC=C1)S(=O)(=O)N1C2=C(C3=C1C=NC(=C3CC3CCNCC3)C#N)C=CC=N2 (9-Benzenesulfonyl-5-piperidin-4-ylmethyl-9H-dipyrido[2,3-b;4′,3′-d]pyrrole-6-carbonitrile), solid. The yield is 80.0%. As a reaction SMILES: C(OC([N:8]1[CH2:13][CH2:12][CH:11]([CH2:14][C:15]2[C:20]3[C:21]4[CH:36]=[CH:35][CH:34]=[N:33][C:22]=4[N:23]([S:24]([C:27]4[CH:32]=[CH:31][CH:30]=[CH:29][CH:28]=4)(=[O:26])=[O:25])[C:19]=3[CH:18]=[N:17][C:16]=2[C:37]#[N:38])[CH2:10][CH2:9]1)=O)(C)(C)C.FC(F)(F)C(O)=O>ClCCl>[C:27]1([S:24]([N:23]2[C:19]3[CH:18]=[N:17][C:16]([C:37]#[N:38])=[C:15]([CH2:14][CH:11]4[CH2:12][CH2:13][NH:8][CH2:9][CH2:10]4)[C:20]=3[C:21]3[CH:36]=[CH:35][CH:34]=[N:33][C:22]2=3)(=[O:26])=[O:25])[CH:28]=[CH:29][CH:30]=[CH:31][CH:32]=1. Procedure details: A solution of 4-(9-benzenesulfonyl-6-cyano-9H-dipyrido[2,3-b;4′,3′-d]pyrrol-5-ylmethyl)-piperidine-1-carboxylic acid tert-butyl ester (202 mg, 0.38 mmol) in dichloromethane (6 mL) was treated with trifluoroacetic acid (2 mL) and the resultant mixture stirred for 1 h then concentrated in vacuo. The residue was purified by flash chromatography (silica, 5 g column, SPE-NH2, 0-8% methanol in DCM) to give title compound as an off white solid (150 mg, 80%). LCMS (Method G): RT=3.07 min, M+H+=432. The reactants are [O-][N+]1=CC=C(C=C1)NC(=O)C1CCN(CC1)C(=O)OCC1=CC=CC=C1 (Benzyl 4-{[(1-oxido-4-pyridinyl)amino]carbonyl}-1-piperidinecarboxylate), B (borane). The product is [O-][N+]1=CC=C(C=C1)NCC1CCN(CC1)C(=O)OCC1=CC=CC=C1 (benzyl 4-{[(1-oxido-4-pyridinyl)amino]methyl}-1-piperidinecarboxylate). As a reaction SMILES: [O-:1][N+:2]1[CH:7]=[CH:6][C:5]([NH:8][C:9]([CH:11]2[CH2:16][CH2:15][N:14]([C:17]([O:19][CH2:20][C:21]3[CH:26]=[CH:25][CH:24]=[CH:23][CH:22]=3)=[O:18])[CH2:13][CH2:12]2)=O)=[CH:4][CH:3]=1.B>>[O-:1][N+:2]1[CH:3]=[CH:4][C:5]([NH:8][CH2:9][CH:11]2[CH2:16][CH2:15][N:14]([C:17]([O:19][CH2:20][C:21]3[CH:22]=[CH:23][CH:24]=[CH:25][CH:26]=3)=[O:18])[CH2:13][CH2:12]2)=[CH:6][CH:7]=1. Reported procedure: Benzyl 4-{[(1-oxido-4-pyridinyl)amino]carbonyl}-1-piperidinecarboxylate (62 mg, 0.17 mmol) was reduced with borane as described in EXAMPLE 1, step 2, to afford benzyl 4-{[(1-oxido-4-pyridinyl)amino]methyl}-1-piperidinecarboxylate as a clear oil. Starting materials: C(C)(=O)O (acetic acid), ClC1=C(C=O)C(=CC=C1)Cl (2,6-Dichlorobenzaldehyde), C(C)(=O)O[BH-](OC(C)=O)OC(C)=O.[Na+] (sodium triacetoxyborohydride), C(C)(C)(C)OC(C[C@@]1(CNC[C@H]1C)C(=O)O)=O ((3R*,4S*)-3-[2-(tert-butoxy)-2-oxoethyl]-4-methylpyrrolidine-3-carboxylic acid), ClC1=C(C=O)C(=CC=C1)Cl (2,6-Dichlorobenzaldehyde), C(C)(=O)O[BH-](OC(C)=O)OC(C)=O.[Na+] (sodium triacetoxyborohydride). Solvent: CO (methanol), O (Water). Run at time 2 hour. The product is C(C)(C)(C)OC(C[C@@]1(CN(C[C@H]1C)CC1=C(C=CC=C1Cl)Cl)C(=O)O)=O ((3R*,4S*)-3-[2-(tert-Butoxy)-2-oxoethyl]-1-[(2,6-dichlorophenyl)methyl]-4-methylpyrrolidine-3-carboxylic acid). As a reaction SMILES: [Cl:1][C:2]1[CH:9]=[CH:8][CH:7]=[C:6]([Cl:10])[C:3]=1[CH:4]=O.C(O[BH-](OC(=O)C)OC(=O)C)(=O)C.[Na+].[C:25]([O:29][C:30](=[O:41])[CH2:31][C@@:32]1([C:38]([OH:40])=[O:39])[C@H:36]([CH3:37])[CH2:35][NH:34][CH2:33]1)([CH3:28])([CH3:27])[CH3:26].C(O)(=O)C>O.CO>[C:25]([O:29][C:30](=[O:41])[CH2:31][C@@:32]1([C:38]([OH:40])=[O:39])[C@H:36]([CH3:37])[CH2:35][N:34]([CH2:4][C:3]2[C:2]([Cl:1])=[CH:9][CH:8]=[CH:7][C:6]=2[Cl:10])[CH2:33]1)([CH3:26])([CH3:27])[CH3:28] |f:1.2|. Procedure details: 2,6-Dichlorobenzaldehyde (646 mg, 3.7 mmol) and sodium triacetoxyborohydride (782 mg, 3.7 mmol) were added to a mixture of (3R*,4S*)-3-[2-(tert-butoxy)-2-oxoethyl]-4-methylpyrrolidine-3-carboxylic acid obtained by the method of Example 2j (600 mg, 2.47 mmol), acetic acid (0.14 ml, 2.47 mmol) and methanol (10 ml), and the reaction mixture was stirred at room temperature for two hours. 2,6-Dichlorobenzaldehyde (430 mg, 2.5 mmol) and sodium triacetoxyborohydride (522 mg, 2.5 mmol) were further adde... Reactants: C([O-])([O-])=O.[K+].[K+] (potassium carbonate), P(=S)(OC)(OC)Cl (O,O-dimethyl chlorothiophosphate), C(#N)C=1SC(=CC1O)C1=CC=CC=C1 (2-cyano-3-hydroxy-5-phenyl-thiophene). Run in CC(=O)C (acetone). Run at temperature 20 celsius, time 15 hour. Yields the product C(#N)C=1SC(=CC1OP(=S)(OC)OC)C1=CC=CC=C1 (2-cyano-3-(dimethoxythiophosphoryloxy)-5-phenylthiophene). Isolated yield 79.0%. As a reaction SMILES: C(=O)([O-])[O-].[K+].[K+].[P:7](Cl)([O:11][CH3:12])([O:9][CH3:10])=[S:8].[C:14]([C:16]1[S:17][C:18]([C:22]2[CH:27]=[CH:26][CH:25]=[CH:24][CH:23]=2)=[CH:19][C:20]=1[OH:21])#[N:15]>CC(C)=O>[C:14]([C:16]1[S:17][C:18]([C:22]2[CH:23]=[CH:24][CH:25]=[CH:26][CH:27]=2)=[CH:19][C:20]=1[O:21][P:7]([O:11][CH3:12])([O:9][CH3:10])=[S:8])#[N:15] |f:0.1.2|. Procedure details: 7 g of potassium carbonate and 8 g of O,O-dimethyl chlorothiophosphate were added to a solution of 10.5 g of 2-cyano-3-hydroxy-5-phenyl-thiophene in 120 ml of acetone and the mixture was stirred at 20° C. for 15 hours and was then filtered. The filtrate was evaporated to dryness and the crystal residue was empasted with petroleum ether. The crystals were then crystallized from isopropyl ether to obtain 12.8 g of 2-cyano-3-(dimethoxythiophosphoryloxy)-5-phenylthiophene melting at 95° C.